describe an organic reaction: reactants, conditions, products, and yield From a dataset of the Open Reaction Database (ORD), a public repository of structured organic reaction records. The reactants are CN1C(C=C(CC1)B1OC(C(O1)(C)C)(C)C)=O (1-Methyl-4-(4,4,5,5-tetramethyl-1,3,2-dioxaborolan-2-yl)-5,6-dihydropyridin-2(1H)-one), N1C(=NC2=C1C=CC=C2)C(=O)C2=CC=C(C=C2)OC2=NC=CN=C2Cl ((1H-benzo[d]imidazol-2-yl)(4-(3-chloropyrazin-2-yloxy)phenyl)methanone), C(C)(=O)[O-].[K+] (potassium acetate), O1CCOCC1.O (dioxane H2O). Reagents/catalysts: CC(C)(C)P(C1=CC=C(C=C1)N(C)C)C(C)(C)C.CC(C)(C)P(C1=CC=C(C=C1)N(C)C)C(C)(C)C.Cl[Pd]Cl (bis(di-tert-butyl(4-dimethylaminophenyl)phosphine)dichloropalladium(II)). Run in C(Cl)Cl (CH2Cl2). Conditions: temperature 100 celsius. Yields the product N1C(=NC2=C1C=CC=C2)C(=O)C2=CC=C(OC=1C(=NC=CN1)C1=CC(N(CC1)C)=O)C=C2 (4-(3-(4-(1H-BENZO[D]IMIDAZOLE-2-CARBONYL)PHENOXY)PYRAZIN-2-YL)-1-METHYL-5,6-DIHYDROPYRIDIN-2(1H)-ONE). As a reaction SMILES: [CH3:1][N:2]1[CH2:7][CH2:6][C:5](B2OC(C)(C)C(C)(C)O2)=[CH:4][C:3]1=[O:17].[NH:18]1[C:22]2[CH:23]=[CH:24][CH:25]=[CH:26][C:21]=2[N:20]=[C:19]1[C:27]([C:29]1[CH:34]=[CH:33][C:32]([O:35][C:36]2[C:41](Cl)=[N:40][CH:39]=[CH:38][N:37]=2)=[CH:31][CH:30]=1)=[O:28].C([O-])(=O)C.[K+].O1CCOCC1.O>C(Cl)Cl.CC(P(C(C)(C)C)C1C=CC(N(C)C)=CC=1)(C)C.CC(P(C(C)(C)C)C1C=CC(N(C)C)=CC=1)(C)C.Cl[Pd]Cl>[NH:18]1[C:22]2[CH:23]=[CH:24][CH:25]=[CH:26][C:21]=2[N:20]=[C:19]1[C:27]([C:29]1[CH:34]=[CH:33][C:32]([O:35][C:36]2[C:41]([C:5]3[CH2:6][CH2:7][N:2]([CH3:1])[C:3](=[O:17])[CH:4]=3)=[N:40][CH:39]=[CH:38][N:37]=2)=[CH:31][CH:30]=1)=[O:28] |f:2.3,4.5,7.8.9|. Procedure details: 1-Methyl-4-(4,4,5,5-tetramethyl-1,3,2-dioxaborolan-2-yl)-5,6-dihydropyridin-2(1H)-one (0.365 g, 1.539 mmol), (1H-benzo[d]imidazol-2-yl)(4-(3-chloropyrazin-2-yloxy)phenyl)methanone (0.540 g, 1.539 mmol), bis(di-tert-butyl(4-dimethylaminophenyl)phosphine)dichloropalladium(II) (0.076 g, 0.108 mmol), potassium acetate (0.453 g, 4.62 mmol), and 9:1 dioxane-H2O (7.5 mL) were combined in a sealed tube and heated at 100° C. for 3 h. The cooled reaction was diluted with CH2Cl2 and washed with water; the ... The reactants are BrC1=CC=C(C=C1)C(=O)C=O (p-bromophenyl-glyoxal), [Cl-].[Al+3].[Cl-].[Cl-] (aluminum chloride), Cl (hydrochloric acid). The solvent is C1(=CC=CC=C1)C (toluene), C1(=CC=CC=C1)C (toluene). Conditions: time 5 hour. Yields the product BrC1=CC=C(C=C1)C(=O)C(O)C1=CC=C(C=C1)C (4-Bromo-4'-methylbenzoin). RXN SMILES: [Br:1][C:2]1[CH:7]=[CH:6][C:5]([C:8]([CH:10]=[O:11])=[O:9])=[CH:4][CH:3]=1.[Cl-].[Al+3].[Cl-].[Cl-].Cl>C1(C)C=CC=CC=1>[Br:1][C:2]1[CH:3]=[CH:4][C:5]([C:8]([CH:10]([C:2]2[CH:7]=[CH:6][C:5]([CH3:8])=[CH:4][CH:3]=2)[OH:11])=[O:9])=[CH:6][CH:7]=1 |f:1.2.3.4|. Procedure: A solution of 67 g. (0.314 mole) of p-bromophenyl-glyoxal in 300 ml. of dry toluene is added dropwise over 1 1/2 hours to a stirred suspension of 84 g. (0.6 mole) of anhydrous aluminum chloride in 1.25 l. of dry toluene cooled in an ice-bath. Stirring in the cold is continued for 5 hours and the mixture then is held at 5°-10°C. overnight. The mixture is poured into about 2 l. of ice and 6N hydrochloric acid. The aqueous phase is separated and re-extracted with three portions of benzene. The comb... The reactants are Nc1cnc(Br)cn1, OB(O)c1ccc(F)cc1. Product: Nc1cnc(-c2ccc(F)cc2)cn1. RXN SMILES: [NH2:1][c:2]1[n:3][cH:4][c:5]([Br:8])[n:6][cH:7]1.[OH:9][B:10]([OH:11])[c:12]1[cH:13][cH:14][c:15]([F:16])[cH:17][cH:18]1>>[NH2:1][c:2]1[n:3][cH:4][c:5](-[c:12]2[cH:13][cH:14][c:15]([F:16])[cH:17][cH:18]2)[n:6][cH:7]1. Reactants: ClC1=C(C=C(C=C1)C(F)(F)F)[N+](=O)[O-] (4-chloro-3-nitrotrifluoromethylbenzene), COC1=CC=C(C=C1)C=1N=C(NC1C1=CC=C(C=C1)OC)S (4,5-bis(4-methoxyphenyl)-2-mercaptoimidazole), [H-].[Na+] (sodium hydride). Run in CN(C=O)C (dimethylformamide), CN(C=O)C (dimethylformamide). Run at time 20 minute. Product: COC1=CC=C(C=C1)C=1N=C(NC1C1=CC=C(C=C1)OC)SC1=C(C=C(C=C1)C(F)(F)F)[N+](=O)[O-] (4,5-bis(4-methoxyphenyl)-2-(2-nitro-4-trifluoromethylphenylthio)imidazole). Yield: 94.1%. RXN SMILES: Cl[C:2]1[CH:7]=[CH:6][C:5]([C:8]([F:11])([F:10])[F:9])=[CH:4][C:3]=1[N+:12]([O-:14])=[O:13].[CH3:15][O:16][C:17]1[CH:22]=[CH:21][C:20]([C:23]2[N:24]=[C:25]([SH:36])[NH:26][C:27]=2[C:28]2[CH:33]=[CH:32][C:31]([O:34][CH3:35])=[CH:30][CH:29]=2)=[CH:19][CH:18]=1.[H-].[Na+]>CN(C)C=O>[CH3:35][O:34][C:31]1[CH:32]=[CH:33][C:28]([C:27]2[N:26]=[C:25]([S:36][C:2]3[CH:7]=[CH:6][C:5]([C:8]([F:11])([F:10])[F:9])=[CH:4][C:3]=3[N+:12]([O-:14])=[O:13])[NH:24][C:23]=2[C:20]2[CH:21]=[CH:22][C:17]([O:16][CH3:15])=[CH:18][CH:19]=2)=[CH:29][CH:30]=1 |f:2.3|. Procedure details: Under agitation and a layer of argon, a solution of 4.52 g of 4-chloro-3-nitrotrifluoromethylbenzene in 25 ml of dimethylformamide is added dropwise to a solution of 6.25 g of 4,5-bis(4-methoxyphenyl)-2-mercaptoimidazole and 0.6 g of sodium hydride (80% strength in white oil) in 200 ml of dimethylformamide. The solution is further stirred for 20 minutes, concentrated under vacuum, and the residue distributed between water and ethyl acetate. The organic solution is dried over sodium sulfate and c... Product: C1(=CC=CC=C1)C1=C2C=C(C(C2=CC=C1)[Si](C)(C)C1C(=CC2=C(C=CC=C12)C1=CC=CC=C1)C)C (bis(4-phenyl-2-methyl-1H-inden-1-yl)(dimethyl)silane). The reagents and catalysts are CC(C)([P](C(C)(C)C)([Pd][P](C(C)(C)C)(C(C)(C)C)C(C)(C)C)C(C)(C)C)C (Pd(PtBu3)2), [Cl-].[Cl-].[Zn+2] (ZnCl2). Conditions: time 1 hour. Reactants: BrC1=C2C=C(C(C2=CC=C1)[Si](C)(C)C1C(=CC2=C(C=CC=C12)Br)C)C (Bis(4-bromo-2-methyl-1H-inden-1-yl) (dimethyl)silane), C1(=CC=CC=C1)[Mg]Br (phenylmagnesium bromide), white solid. Run in C1CCOC1 (THF), C1CCOC1 (THF), C1CCOC1 (THF), C1CCOC1 (THF). Procedure: In an argon atmosphere, to a solution of 15 mL of THF with 29.0 ml of 0.5 M ZnCl2 (14.5 mmol) in THF 13.0 ml of 1.0 M phenylmagnesium bromide (13.0 mmol) in THF was added at ambient temperature. This mixture was stirred for 1 hour, and, then, 10.0 ml of 0.02 M Pd(PtBu3)2 (0.20 mmol, 4 mol. %) in THF and 2.37 g (5.0 mmol) of 1 were added. The resulting mixture was stirred for 5 hours at reflux. The product was isolated by flash chromatography on Silica Gel 60 (40-63 μm, d 30 mm, l 100 mm; eluent:... Reaction SMILES: [C:1]1([Mg]Br)[CH:6]=[CH:5][CH:4]=[CH:3][CH:2]=1.Br[C:10]1[CH:18]=[CH:17][CH:16]=[C:15]2[C:11]=1[CH:12]=[C:13]([CH3:33])[CH:14]2[Si:19]([CH:22]1[C:30]2[C:25](=[C:26](Br)[CH:27]=[CH:28][CH:29]=2)[CH:24]=[C:23]1[CH3:32])([CH3:21])[CH3:20]>C1COCC1.[Cl-].[Cl-].[Zn+2].CC(C)([P](C(C)(C)C)([Pd][P](C(C)(C)C)(C(C)(C)C)C(C)(C)C)C(C)(C)C)C>[C:1]1([C:10]2[CH:18]=[CH:17][CH:16]=[C:15]3[C:11]=2[CH:12]=[C:13]([CH3:33])[CH:14]3[Si:19]([CH:22]2[C:30]3[C:25](=[C:26]([C:1]4[CH:6]=[CH:5][CH:4]=[CH:3][CH:2]=4)[CH:27]=[CH:28][CH:29]=3)[CH:24]=[C:23]2[CH3:32])([CH3:21])[CH3:20])[CH:6]=[CH:5][CH:4]=[CH:3][CH:2]=1 |f:3.4.5,^1:44,50|.